From a dataset of the Open Reaction Database (ORD), a public repository of structured organic reaction records. describe an organic reaction: reactants, conditions, products, and yield Reactants: O=C([O-])[O-], CO, [K+], [K+], C[Si](C)(C)C#Cc1cnc(NCC2CCN(C(=O)C3CC3c3ccccc3)CC2)nc1. The product is C#Cc1cnc(NCC2CCN(C(=O)C3CC3c3ccccc3)CC2)nc1. RXN SMILES: [C:32](=[O:33])([O-:34])[O-:35].[CH3:38][OH:39].[K+:36].[K+:37].[c:1]1([CH:7]2[CH:8]([C:10](=[O:11])[N:12]3[CH2:13][CH2:14][CH:15]([CH2:18][NH:19][c:20]4[n:21][cH:22][c:23]([C:26]#[C:27][Si:28]([CH3:29])([CH3:30])[CH3:31])[cH:24][n:25]4)[CH2:16][CH2:17]3)[CH2:9]2)[cH:2][cH:3][cH:4][cH:5][cH:6]1>>[c:1]1([CH:7]2[CH:8]([C:10](=[O:11])[N:12]3[CH2:13][CH2:14][CH:15]([CH2:18][NH:19][c:20]4[n:21][cH:22][c:23]([C:26]#[CH:27])[cH:24][n:25]4)[CH2:16][CH2:17]3)[CH2:9]2)[cH:2][cH:3][cH:4][cH:5][cH:6]1. Reactants: [Li+].C(C)C1=C(C(=O)[O-])C=CC=N1 (2-ethyl nicotinic acid lithium salt), [H-].[Al+3].[Li+].[H-].[H-].[H-] (lithium aluminum hydride). The solvent is C1CCOC1 (THF). Run at time 3 hour. Yields the product C(C)C1=NC=CC=C1CO (2-ethyl-3 -hydroxymethylpyridine). RXN SMILES: [Li+].[CH2:2]([C:4]1[N:12]=[CH:11][CH:10]=[CH:9][C:5]=1[C:6]([O-])=[O:7])[CH3:3].[H-].[Al+3].[Li+].[H-].[H-].[H-]>C1COCC1>[CH2:2]([C:4]1[C:5]([CH2:6][OH:7])=[CH:9][CH:10]=[CH:11][N:12]=1)[CH3:3] |f:0.1,2.3.4.5.6.7|. Procedure: The 2-ethyl nicotinic acid lithium salt (5 g, 3.18 mmol) in distilled THF (400 mL) under nitrogen was cooled to 0° C. and lithium aluminum hydride (1M in THF) (25 mL) was added dropwise. The reaction was stirred for 3 hours at room temperature then cooled to 0° C. and quenched with EtOAc (949 μL), then H2O (949 μL), then 15% NaOH (949 μL), followed by H2O (2.8 mL). The solution was filtered and the solvent removed under reduced pressure. Toluene was added and the solvent was removed under reduce...